From a dataset of the Open Reaction Database (ORD), a public repository of structured organic reaction records. describe an organic reaction: reactants, conditions, products, and yield Reactants: O.O.[Sn](Cl)Cl (Tin (II) chloride dihydrate), C(#N)C=1N=CC(=NC1)NC1=NC=C(C(=C1)OCC1CCN(CC1)C(=O)OC(C)(C)C)[N+](=O)[O-] (tert-butyl 4-((2-(5-cyanopyrazin-2-ylamino)-5-nitropyridin-4-yloxy)methyl)piperidine-1-carboxylate). Solvent: C(C)O (ethanol). Conditions: temperature 78 celsius. The product is NC=1C(=CC(=NC1)NC1=NC=C(N=C1)C#N)OCC1CCN(CC1)C(=O)OC(C)(C)C (tert-Butyl 4-((5-amino-2-(5-cyanopyrazin-2-ylamino)pyridin-4-yloxy)methyl)piperidine-1-carboxylate). The yield is 89.0%. As a reaction SMILES: O.O.[Sn](Cl)Cl.[C:6]([C:8]1[N:9]=[CH:10][C:11]([NH:14][C:15]2[CH:20]=[C:19]([O:21][CH2:22][CH:23]3[CH2:28][CH2:27][N:26]([C:29]([O:31][C:32]([CH3:35])([CH3:34])[CH3:33])=[O:30])[CH2:25][CH2:24]3)[C:18]([N+:36]([O-])=O)=[CH:17][N:16]=2)=[N:12][CH:13]=1)#[N:7]>C(O)C>[NH2:36][C:18]1[C:19]([O:21][CH2:22][CH:23]2[CH2:28][CH2:27][N:26]([C:29]([O:31][C:32]([CH3:35])([CH3:34])[CH3:33])=[O:30])[CH2:25][CH2:24]2)=[CH:20][C:15]([NH:14][C:11]2[CH:10]=[N:9][C:8]([C:6]#[N:7])=[CH:13][N:12]=2)=[N:16][CH:17]=1 |f:0.1.2|. Procedure: Tin (II) chloride dihydrate (745 mg, 3.3 mmol) was added to a solution of crude tert-butyl 4-((2-(5-cyanopyrazin-2-ylamino)-5-nitropyridin-4-yloxy)methyl)piperidine-1-carboxylate (301 mg, 0.66 mmol) in ethanol. After heating at 78° C. for 2 hours the mixture was cooled to room temperature and concentrated. The residue was diluted with ethyl acetate and water and the resulting precipitate was removed by filtration. The biphasic filtrate was separated and the aqueous phase was extracted with ethyl... Starting materials: C[SiH](C)OC(C1OCC2OC2C1O)C(C)(C)C, CC(C)[O-], CC(C)[O-], CC(C)[O-], CC(C)[O-], Sc1ccccc1, [Ti+4], c1ccccc1. The product is C[SiH](C)OC(C1OCC(Sc2ccccc2)C(O)C1O)C(C)(C)C. As a reaction SMILES: [C:1]([CH3:2])([CH3:3])([CH3:4])[CH:5]([CH:6]1[O:7][CH2:8][CH:9]2[O:10][CH:11]2[CH:12]1[OH:13])[O:14][SiH:15]([CH3:16])[CH3:17].[CH3:31][CH:32]([CH3:33])[O-:34].[CH3:35][CH:36]([CH3:37])[O-:38].[CH3:39][CH:40]([CH3:41])[O-:42].[CH3:43][CH:44]([CH3:45])[O-:46].[SH:18][c:19]1[cH:20][cH:21][cH:22][cH:23][cH:24]1.[Ti+4:47].[cH:25]1[cH:26][cH:27][cH:28][cH:29][cH:30]1>>[C:1]([CH3:2])([CH3:3])([CH3:4])[CH:5]([CH:6]1[O:7][CH2:8][CH:9]([S:18][c:19]2[cH:20][cH:21][cH:22][cH:23][cH:24]2)[CH:11]([OH:10])[CH:12]1[OH:13])[O:14][SiH:15]([CH3:16])[CH3:17]. Yields the product CCCCC(CO)Cc1ccc(OC)c(OC)c1. Reactants: [Al+3], CCCCC(Cc1ccc(OC)c(OC)c1)C(=O)OCC, [H-], [H-], [H-], [H-], [Li+], C1CCOC1. Reaction SMILES: [Al+3:23].[CH3:1][O:2][c:3]1[cH:4][c:5]([CH2:6][CH:7]([C:8](=[O:9])[O:10][CH2:11][CH3:12])[CH2:13][CH2:14][CH2:15][CH3:16])[cH:17][cH:18][c:19]1[O:20][CH3:21].[H-:22].[H-:25].[H-:26].[H-:27].[Li+:24].[O:28]1[CH2:29][CH2:30][CH2:31][CH2:32]1>>[CH3:1][O:2][c:3]1[cH:4][c:5]([CH2:6][CH:7]([CH2:8][OH:9])[CH2:13][CH2:14][CH2:15][CH3:16])[cH:17][cH:18][c:19]1[O:20][CH3:21]. Starting materials: CC(C)(CCl)Cn1cc(C=O)c2cc(Br)ccc2c1=O, CC(=O)[O-], CS(C)=O, [Na+]. The product is CC(C)(CO)Cn1cc(C=O)c2cc(Br)ccc2c1=O. As a reaction SMILES: [Br:1][c:2]1[cH:3][c:4]2[c:5]([CH:19]=[O:20])[cH:6][n:7]([CH2:13][C:14]([CH2:15][Cl:16])([CH3:17])[CH3:18])[c:8](=[O:12])[c:9]2[cH:10][cH:11]1.[CH3:22][C:23]([O-:24])=[O:25].[CH3:26][S:27]([CH3:28])=[O:29].[Na+:21]>>[Br:1][c:2]1[cH:3][c:4]2[c:5]([CH:19]=[O:20])[cH:6][n:7]([CH2:13][C:14]([CH2:15][OH:24])([CH3:17])[CH3:18])[c:8](=[O:12])[c:9]2[cH:10][cH:11]1. Reactants: NS(=O)(=O)C[C@@H](C(=O)OCC1=CC=CC=C1)C (benzyl 3-aminosulfonyl-2(R)-methylpropionate). Reagents/catalysts: [Pd] (Pd—C). Solvent: CO (MeOH). Reaction conditions: time 24 hour. Yields the product NS(=O)(=O)C[C@@H](C(=O)O)C (3-aminosulfonyl-2(R)-methylpropionic acid). Isolated yield 97.9%. Reaction SMILES: [NH2:1][S:2]([CH2:5][C@H:6]([CH3:17])[C:7]([O:9]CC1C=CC=CC=1)=[O:8])(=[O:4])=[O:3]>CO.[Pd]>[NH2:1][S:2]([CH2:5][C@H:6]([CH3:17])[C:7]([OH:9])=[O:8])(=[O:4])=[O:3]. Procedure details: A 100 mL Fisher/Porter vessel was charged with 1.1 g of crude benzyl 3-aminosulfonyl-2(R)-methylpropionate in 35 mL MeOH and a catalytic amount of 10% Pd—C. The mixture was hydrogenated at 50 psi for 24 hours, filtered through Celite and concentrated in vacuo to yield 700 mg of 3-aminosulfonyl-2(R)-methylpropionic acid as a clear oil. The crude acid was used without further purification. The reactants are ClC1=CC(=C(C#N)C=C1)NC(=O)OCC (4-chloro-2-(ethoxycarbonylamino)benzonitrile), Br.BrCC(=O)C1=NC=CC(=C1)C (2-(bromoacetyl)-4-methylpyridine hydrobromide). Yields the product NC1=C(N(C2=CC(=CC=C12)Cl)C(=O)OCC)C(=O)C1=NC=CC(=C1)C (3-Amino-6-chloro-1-(ethoxycarbonyl)-2-(4-methylpyridine-2-carbonyl)indole). RXN SMILES: [Cl:1][C:2]1[CH:9]=[CH:8][C:5]([C:6]#[N:7])=[C:4]([NH:10][C:11]([O:13][CH2:14][CH3:15])=[O:12])[CH:3]=1.Br.Br[CH2:18][C:19]([C:21]1[CH:26]=[C:25]([CH3:27])[CH:24]=[CH:23][N:22]=1)=[O:20]>>[NH2:7][C:6]1[C:5]2[C:4](=[CH:3][C:2]([Cl:1])=[CH:9][CH:8]=2)[N:10]([C:11]([O:13][CH2:14][CH3:15])=[O:12])[C:18]=1[C:19]([C:21]1[CH:26]=[C:25]([CH3:27])[CH:24]=[CH:23][N:22]=1)=[O:20] |f:1.2|. Procedure details: The title compound was prepared according to the procedure described in step 2 of Example 1 from 4-chloro-2-(ethoxycarbonylamino)benzonitrile (Example 1, step 1) and 2-(bromoacetyl)-4-methylpyridine hydrobromide (F. H. Case et al., J. Am. Chem. Soc., 1956, 78, 5842). 1H-NMR (CDCl3) δ: 8.46 (1H, d, J=4.8 Hz), 8.22 (1H, d, J=1.8 Hz), 7.89 (1H, s), 7.51 (1H, d, J=8.4 Hz), 7.24 (1H, dd, J=1.8, 8.4 Hz), 7.20 (1H, br d, J=4.8 Hz), 5.97 (2H, br s), 3.80 (2H, q, J=7.0 Hz), 2.46 (3H, s), 0.90 (3H, t, J=7... Starting materials: CCOC(=O)NN, CCO, CSCc1ccc(C(=O)c2ccc(Cl)cc2)cc1, O, Cc1ccc(S(=O)(=O)[O-])cc1, c1cc[nH+]cc1. The product is CCOC(=O)NN=C(c1ccc(Cl)cc1)c1ccc(CSC)cc1. RXN SMILES: [C:22]([NH:23][NH2:24])(=[O:25])[O:26][CH2:27][CH3:28].[CH3:1][CH2:2][OH:3].[Cl:4][c:5]1[cH:6][cH:7][c:8]([C:9](=[O:10])[c:11]2[cH:12][cH:13][c:14]([CH2:17][S:18][CH3:19])[cH:15][cH:16]2)[cH:20][cH:21]1.[OH2:46].[c:29]1([CH3:30])[cH:31][cH:32][c:33]([S:34]([O-:35])(=[O:36])=[O:37])[cH:38][cH:39]1.[nH+:40]1[cH:41][cH:42][cH:43][cH:44][cH:45]1>>[Cl:4][c:5]1[cH:6][cH:7][c:8]([C:9]([c:11]2[cH:12][cH:13][c:14]([CH2:17][S:18][CH3:19])[cH:15][cH:16]2)=[N:24][NH:23][C:22](=[O:25])[O:26][CH2:27][CH3:28])[cH:20][cH:21]1. The reactants are Cc1c(F)c(N2CCN(Cc3ccccc3)CC2)c(C)c2c1c(=O)c(C(=O)O)cn2C1CC1, CCO. The product is Cc1c(F)c(N2CCNCC2)c(C)c2c1c(=O)c(C(=O)O)cn2C1CC1. As a reaction SMILES: [CH2:1]([c:2]1[cH:3][cH:4][cH:5][cH:6][cH:7]1)[N:8]1[CH2:9][CH2:10][N:11]([c:14]2[c:15]([F:33])[c:16]([CH3:32])[c:17]3[c:18](=[O:31])[c:19]([C:28](=[O:29])[OH:30])[cH:20][n:21]([CH:25]4[CH2:26][CH2:27]4)[c:22]3[c:23]2[CH3:24])[CH2:12][CH2:13]1.[CH3:34][CH2:35][OH:36]>>[NH:8]1[CH2:9][CH2:10][N:11]([c:14]2[c:15]([F:33])[c:16]([CH3:32])[c:17]3[c:18](=[O:31])[c:19]([C:28](=[O:29])[OH:30])[cH:20][n:21]([CH:25]4[CH2:26][CH2:27]4)[c:22]3[c:23]2[CH3:24])[CH2:12][CH2:13]1. The reactants are C1CCOC1, Cn1ccc2c1C(=O)CCN(CCCCl)C2=O, [Co+2]. The product is Cn1ccc2c1C(O)CCN(CCCCl)C2=O. As a reaction SMILES: [CH2:18]1[O:19][CH2:20][CH2:21][CH2:22]1.[Cl:1][CH2:2][CH2:3][CH2:4][N:5]1[C:6](=[O:17])[c:7]2[c:8]([n:13]([CH3:16])[cH:14][cH:15]2)[C:9](=[O:12])[CH2:10][CH2:11]1.[Co+2:23]>>[Cl:1][CH2:2][CH2:3][CH2:4][N:5]1[C:6](=[O:17])[c:7]2[c:8]([n:13]([CH3:16])[cH:14][cH:15]2)[CH:9]([OH:12])[CH2:10][CH2:11]1.